From a dataset of the Open Reaction Database (ORD), a public repository of structured organic reaction records. describe an organic reaction: reactants, conditions, products, and yield Starting materials: ClC1(C(NC2=CC=C(C=C12)Cl)=O)C1=C(C=CC=C1)OC (3,5-dichloro-3-(2-methoxyphenyl)-1,3-dihydro-2H-indol-2-one), FC(C(=O)O)(F)F.N[C@H](C(=O)N(C)C)CCC(=O)N(C)C ((2S)-2-amino-N,N,N′,N′-tetramethylpentanediamide trifluoroacetate). Yields the product ClC=1C=C2C(C(NC2=CC1)=O)(C1=C(C=CC=C1)OC)N[C@H](C(=O)N(C)C)CCC(=O)N(C)C ((2S)-2-{[5-chloro-3-(2-methoxyphenyl)-2-oxo-2,3-dihydro-1H-indol-3-yl]amino}-N,N,N′,N′-tetramethylpentanediamide). As a reaction SMILES: Cl[C:2]1([C:13]2[CH:18]=[CH:17][CH:16]=[CH:15][C:14]=2[O:19][CH3:20])[C:10]2[C:5](=[CH:6][CH:7]=[C:8]([Cl:11])[CH:9]=2)[NH:4][C:3]1=[O:12].FC(F)(F)C(O)=O.[NH2:28][C@@H:29]([CH2:35][CH2:36][C:37]([N:39]([CH3:41])[CH3:40])=[O:38])[C:30]([N:32]([CH3:34])[CH3:33])=[O:31]>>[Cl:11][C:8]1[CH:9]=[C:10]2[C:5](=[CH:6][CH:7]=1)[NH:4][C:3](=[O:12])[C:2]2([NH:28][C@@H:29]([CH2:35][CH2:36][C:37]([N:39]([CH3:40])[CH3:41])=[O:38])[C:30]([N:32]([CH3:33])[CH3:34])=[O:31])[C:13]1[CH:18]=[CH:17][CH:16]=[CH:15][C:14]=1[O:19][CH3:20] |f:1.2|. Procedure details: With 1.58 g of 3,5-dichloro-3-(2-methoxyphenyl)-1,3-dihydro-2H-indol-2-one and the compound obtained in Step 70-2 (5.64 mmol, crude form) as starting materials, respectively 0.64 g (Isomer A, colorless powder) and 1.14 g (Isomer B, colorless powder) of two species of diastereoisomers of the title compound were obtained by a similar method to Step 4-2. The reactants are ClC1=C(C(=CC(=C1F)C(C(F)(F)F)(C(F)(F)F)F)Cl)N (2,6-dichloro-3-fluoro-4-(1,2,2,2-tetrafluoro-1-trifluoromethylethyl)-phenylamine), C(#N)C1=C(C=C(C(=O)O)C=C1)[N+](=O)[O-] (4-cyano-3-nitrobenzoic acid), N1=CC=CC=C1 (pyridine), bis(2-oxo-3-oxazolidinyl)phosphonic chloride. Run in ClCCl (dichloromethane). The product is C(#N)C1=C(C=C(C(=O)NC2=C(C(=C(C=C2Cl)C(C(F)(F)F)(C(F)(F)F)F)F)Cl)C=C1)[N+](=O)[O-] (4-cyano-N-[2,6-dichloro-3-fluoro-4-(1,2,2,2-tetrafluoro-1-trifluoromethylethyl)phenyl]-3-nitrobenzamide). The yield is 91.2%. As a reaction SMILES: [Cl:1][C:2]1[C:7]([F:8])=[C:6]([C:9]([F:18])([C:14]([F:17])([F:16])[F:15])[C:10]([F:13])([F:12])[F:11])[CH:5]=[C:4]([Cl:19])[C:3]=1[NH2:20].[C:21]([C:23]1[CH:31]=[CH:30][C:26]([C:27](O)=[O:28])=[CH:25][C:24]=1[N+:32]([O-:34])=[O:33])#[N:22].N1C=CC=CC=1.O=C1N([ClH]P([ClH]N2CCOC2=O)=O)CCO1>ClCCl>[C:21]([C:23]1[CH:31]=[CH:30][C:26]([C:27]([NH:20][C:3]2[C:4]([Cl:19])=[CH:5][C:6]([C:9]([F:18])([C:10]([F:12])([F:13])[F:11])[C:14]([F:15])([F:16])[F:17])=[C:7]([F:8])[C:2]=2[Cl:1])=[O:28])=[CH:25][C:24]=1[N+:32]([O-:34])=[O:33])#[N:22]. Procedure details: To a solution of 2,6-dichloro-3-fluoro-4-(1,2,2,2-tetrafluoro-1-trifluoromethylethyl)-phenylamine (Example 3.2) (3.48 g, 10 mmol) and 4-cyano-3-nitrobenzoic acid (made as in WO 2008/074427) (3.84 g, 20 mmol) in dichloromethane (40 ml) was added pyridine (4.17 ml, 30 mmol) and bis(2-oxo-3-oxazolidinyl)phosphonic chloride (“BOP-Cl”) (5.09 g, 20 mmol). The reaction mixture was heated to reflux for 6 hours. The reaction mixture was cooled to ambient temperature and quenched by addition of aqueous hy... Starting materials: FC(C=1C=C(C=CC1Cl)N(CCCl)CCCl)(F)F (N-(3-trifluoromethyl-4-chlorophenyl)-N,N-bis-(2-chloroethyl)-amine), COC=1C=C(CN)C=C(C1OC)OC (3,4,5-trimethoxybenzyl amine). The solvent is [OH-].[Na+] (NaOH). Yields the product Cl.COC=1C=C(CN2CCN(CC2)C2=CC(=C(C=C2)Cl)C(F)(F)F)C=C(C1OC)OC (N-(3,4,5-trimethoxy-benzyl)-N'-(3-trifluoromethyl-4-chlorophenyl)-piperazine hydrochloride). Isolated yield 148.5%. Reaction SMILES: [F:1][C:2]([F:18])([F:17])[C:3]1[CH:4]=[C:5]([N:10]([CH2:14][CH2:15]Cl)[CH2:11][CH2:12]Cl)[CH:6]=[CH:7][C:8]=1[Cl:9].[CH3:19][O:20][C:21]1[CH:22]=[C:23]([CH:26]=[C:27]([O:31][CH3:32])[C:28]=1[O:29][CH3:30])[CH2:24][NH2:25]>[OH-].[Na+]>[ClH:9].[CH3:32][O:31][C:27]1[CH:26]=[C:23]([CH:22]=[C:21]([O:20][CH3:19])[C:28]=1[O:29][CH3:30])[CH2:24][N:25]1[CH2:15][CH2:14][N:10]([C:5]2[CH:6]=[CH:7][C:8]([Cl:9])=[C:3]([C:2]([F:18])([F:17])[F:1])[CH:4]=2)[CH2:11][CH2:12]1 |f:2.3,4.5|. Procedure: 3.23 g of N-(3-trifluoromethyl-4-chlorophenyl)-N,N-bis-(2-chloroethyl)-amine and 7 g of 3,4,5-trimethoxybenzyl amine are heated to 120° C. under N2 atmosphere for 8 hours. After cooling of the reaction mixture 50 ml of 1 N NaOH is added, excess 3,4,5-trimethoxybenzyl amine being removed by distillation by steam. After evaporation of the residue to dryness it is mixed with methanol, and hydrochloric acid gas is introduced in the solution. After sucking off and drying the resulting precipitate, 3.... Reactants: [H-].[Na+] (Sodium hydride), C(C1=CC=CC=C1)O (benzyl alcohol), O1CC1COC1=CC(=CC=C1)C(F)(F)F (1,2-epoxy-3-[3-(trifluoromethyl)phenoxy]propane). The solvent is C1CCOC1 (THF). Run at time 3 hour. Product: C1(=CC=CC=C1)COCC(COC1=CC(=CC=C1)C(F)(F)F)O ((±)-1-(Phenylmethoxy)-3-[3-(trifluoromethyl)phenoxy]propan-2-ol). As a reaction SMILES: [H-].[Na+].[CH2:3]([OH:10])[C:4]1[CH:9]=[CH:8][CH:7]=[CH:6][CH:5]=1.[O:11]1[CH:13]([CH2:14][O:15][C:16]2[CH:21]=[CH:20][CH:19]=[C:18]([C:22]([F:25])([F:24])[F:23])[CH:17]=2)[CH2:12]1>C1COCC1>[C:4]1([CH2:3][O:10][CH2:12][CH:13]([OH:11])[CH2:14][O:15][C:16]2[CH:21]=[CH:20][CH:19]=[C:18]([C:22]([F:23])([F:24])[F:25])[CH:17]=2)[CH:9]=[CH:8][CH:7]=[CH:6][CH:5]=1 |f:0.1|. Procedure: Sodium hydride (80% dispersion in oil, 0.045 g) was added to a mixture of benzyl alcohol (4 ml) and THF (3 ml) and warmed gently until effervescence ceased. To the cooled solution was added 1,2-epoxy-3-[3-(trifluoromethyl)phenoxy]propane (2.12 g). After stirring for 3 h the mixture was poured into ER (50 ml) and washed with brine. The dried extracts were evaporated and the residue distilled (b.p. 140°-144°/0.03 mm) to yield the title compound as an oil (2.25 g). I.r. (Neat) 3420 cm-1 The reactants are CN1CCOCC1 (N-methylmorpholine), hydrochloride salt, amine, CN1N=CC(=C1)C1=C(C(=O)O)C=C(C=C1)C=1C=NC=C(C1)C (2-(1-methyl-1H-pyrazol-4-yl)-5-(5-methylpyridin-3-yl)benzoic acid), C(CCl)Cl (EDC), C=1C=CC2=C(C1)N=NN2O (HOBt), CN(C)C=O (DMF). Reaction conditions: time 8 hour. Yields the product Cl.COC=1C=CC(=NC1OC)CNC(C1=C(C=CC(=C1)C=1C=NC=C(C1)C)C=1C=NN(C1)C)=O (N-[(5,6-dimethoxypyridin-2-yl)methyl]-2-(1-methyl-1H-pyrazol-4-yl)-5-(5-methylpyridin-3-yl)benzamide hydrochloride). As a reaction SMILES: [CH3:1][N:2]1[CH:6]=[C:5]([C:7]2[CH:15]=[CH:14][C:13]([C:16]3[CH:17]=[N:18][CH:19]=[C:20]([CH3:22])[CH:21]=3)=[CH:12][C:8]=2[C:9]([OH:11])=O)[CH:4]=[N:3]1.C(Cl)C[Cl:25].[CH:27]1[CH:28]=[CH:29][C:30]2[N:35](O)N=[N:33][C:31]=2[CH:32]=1.CN1C[CH2:42][O:41]CC1.CN([CH:47]=[O:48])C>>[ClH:25].[CH3:47][O:48][C:32]1[CH:27]=[CH:28][C:29]([CH2:30][NH:35][C:9](=[O:11])[C:8]2[CH:12]=[C:13]([C:16]3[CH:17]=[N:18][CH:19]=[C:20]([CH3:22])[CH:21]=3)[CH:14]=[CH:15][C:7]=2[C:5]2[CH:4]=[N:3][N:2]([CH3:1])[CH:6]=2)=[N:33][C:31]=1[O:41][CH3:42] |f:5.6|. Procedure: To a mixture of the carboxylic acid (2-5, 0.060 g, 0.205 mmol, 1 equiv), EDC (0.059 g, 0.307 mmol, 1.5 equiv), HOBt (0.050 g, 0.327 mmol, 1.6 equiv) in DMF (1 mL), the hydrochloride salt of the amine (x-x, 0.054 g, 0.266 mmol, 1.3 equiv) was added followed by N-methylmorpholine (0.112 mL, 1.023 mmol, 5 equiv) and the reaction was stirred overnight at room temperature. The reaction was partitioned between EtOAc and saturated aqueous NaHCO3, washed with water, brine, dried over MgSO4, and concentr... The reactants are CCCCBr, O=C([O-])[O-], CC(C)=O, [K+], [K+], O, COc1ccc(C(=O)c2cccc(C(=O)O)c2)c(O)c1. Product: CCCCOc1cc(OC)ccc1C(=O)c1cccc(C(=O)O)c1. RXN SMILES: [Br:27][CH2:28][CH2:29][CH2:30][CH3:31].[C:21](=[O:22])([O-:23])[O-:24].[CH3:32][C:33](=[O:34])[CH3:35].[K+:25].[K+:26].[OH2:36].[OH:1][c:2]1[c:3]([C:4](=[O:5])[c:6]2[cH:7][c:8]([C:9](=[O:10])[OH:11])[cH:12][cH:13][cH:14]2)[cH:15][cH:16][c:17]([O:19][CH3:20])[cH:18]1>>[O:1]([c:2]1[c:3]([C:4](=[O:5])[c:6]2[cH:7][c:8]([C:9](=[O:10])[OH:11])[cH:12][cH:13][cH:14]2)[cH:15][cH:16][c:17]([O:19][CH3:20])[cH:18]1)[CH2:28][CH2:29][CH2:30][CH3:31].